Dataset: the Open Reaction Database (ORD), a public repository of structured organic reaction records. Task: describe an organic reaction: reactants, conditions, products, and yield The reactants are CCOc1cc(C(CC(=O)O)N2C(=O)c3ccc(C)cc3C2=O)ccc1OC, Cl, NO, C1CCOC1. Product: CCOc1cc(C(CC(=O)NO)N2C(=O)c3ccc(C)cc3C2=O)ccc1OC. As a reaction SMILES: [CH2:1]([CH3:2])[O:3][c:4]1[cH:5][c:6]([CH:12]([CH2:13][C:14](=[O:15])[OH:16])[N:17]2[C:18](=[O:28])[c:19]3[c:20]([cH:23][c:24]([CH3:27])[cH:25][cH:26]3)[C:21]2=[O:22])[cH:7][cH:8][c:9]1[O:10][CH3:11].[ClH:29].[NH2:30][OH:31].[O:32]1[CH2:33][CH2:34][CH2:35][CH2:36]1>>[CH2:1]([CH3:2])[O:3][c:4]1[cH:5][c:6]([CH:12]([CH2:13][C:14](=[O:15])[NH:30][OH:31])[N:17]2[C:18](=[O:28])[c:19]3[c:20]([cH:23][c:24]([CH3:27])[cH:25][cH:26]3)[C:21]2=[O:22])[cH:7][cH:8][c:9]1[O:10][CH3:11]. The reactants are Oc1cnc(-c2ccc(Br)cc2)nc1, CC(C)(C)OC(=O)N1CCC(CO)CC1, C1CCOC1, CC(C)OC(=O)N=NC(=O)OC(C)C, c1ccc(P(c2ccccc2)c2ccccc2)cc1. Product: CC(C)(C)OC(=O)N1CCC(COc2cnc(-c3ccc(Br)cc3)nc2)CC1. RXN SMILES: [Br:1][c:2]1[cH:3][cH:4][c:5](-[c:8]2[n:9][cH:10][c:11]([OH:14])[cH:12][n:13]2)[cH:6][cH:7]1.[C:15](=[O:16])([O:17][C:18]([CH3:19])([CH3:20])[CH3:21])[N:22]1[CH2:23][CH2:24][CH:25]([CH2:28][OH:29])[CH2:26][CH2:27]1.[CH2:63]1[O:64][CH2:65][CH2:66][CH2:67]1.[O:49]=[C:50]([O:51][CH:52]([CH3:53])[CH3:54])[N:55]=[N:56][C:57]([O:58][CH:59]([CH3:60])[CH3:61])=[O:62].[c:30]1([P:31]([c:32]2[cH:33][cH:34][cH:35][cH:36][cH:37]2)[c:38]2[cH:39][cH:40][cH:41][cH:42][cH:43]2)[cH:44][cH:45][cH:46][cH:47][cH:48]1>>[Br:1][c:2]1[cH:3][cH:4][c:5](-[c:8]2[n:9][cH:10][c:11]([O:14][CH2:28][CH:25]3[CH2:24][CH2:23][N:22]([C:15](=[O:16])[O:17][C:18]([CH3:19])([CH3:20])[CH3:21])[CH2:27][CH2:26]3)[cH:12][n:13]2)[cH:6][cH:7]1.